Dataset: the Open Reaction Database (ORD), a public repository of structured organic reaction records. Task: describe an organic reaction: reactants, conditions, products, and yield The reactants are CCOC(=O)C(Cc1ccc(OCCN2CCSc3ccccc32)cc1)OCC, [Na+], [OH-]. Product: CCOC(Cc1ccc(OCCN2CCSc3ccccc32)cc1)C(=O)O. As a reaction SMILES: [CH2:1]([CH3:2])[O:3][CH:4]([C:5](=[O:6])[O:7][CH2:8][CH3:9])[CH2:10][c:11]1[cH:12][cH:13][c:14]([O:17][CH2:18][CH2:19][N:20]2[CH2:21][CH2:22][S:23][c:24]3[c:25]2[cH:26][cH:27][cH:28][cH:29]3)[cH:15][cH:16]1.[Na+:31].[OH-:30]>>[CH2:1]([CH3:2])[O:3][CH:4]([C:5](=[O:6])[OH:7])[CH2:10][c:11]1[cH:12][cH:13][c:14]([O:17][CH2:18][CH2:19][N:20]2[CH2:21][CH2:22][S:23][c:24]3[c:25]2[cH:26][cH:27][cH:28][cH:29]3)[cH:15][cH:16]1. Starting materials: C(C)(C)(C)OC(=O)N1C(CN(CC1)C(=O)OC(C)(C)C)CC(=O)OC (2-methoxycarbonylmethylpiperazine-1,4-dicarboxylic acid di-tert-butyl ester), solution, [H-].[H-].[H-].[H-].[Li+].[Al+3] (LiAlH4). Run in C1CCOC1 (THF), C1CCOC1 (THF). Product: CN1C(CN(CC1)C)CCO (2-(1,4-dimethylpiperazin-2-yl)ethanol). The yield is 65.2%. As a reaction SMILES: C(O[C:6]([N:8]1[CH2:13][CH2:12][N:11]([C:14](OC(C)(C)C)=O)[CH2:10][CH:9]1[CH2:21][C:22](OC)=[O:23])=O)(C)(C)C.[H-].[H-].[H-].[H-].[Li+].[Al+3]>C1COCC1>[CH3:6][N:8]1[CH2:13][CH2:12][N:11]([CH3:14])[CH2:10][CH:9]1[CH2:21][CH2:22][OH:23] |f:1.2.3.4.5.6|. Procedure: To a stirred solution of 2-methoxycarbonylmethylpiperazine-1,4-dicarboxylic acid di-tert-butyl ester (662 mg, 1.85 mmol) in anhydrous THF (10 mL) at 0° C. was slowly added a 1M solution of LiAlH4 in THF (5.7 mL, 5.70 mmol). The stirred reaction mixture was allowed to warm to room temperature over a period of 15 minutes before being refluxed for 2 hours. After this time the reaction mixture was cooled to 0° C. and cautiously quenched by the dropwise addition of 1.0M aqueous NaOH solution until th... Reactants: CC1(CC(C=2C(=NC(=CC2)C(F)(F)F)O1)=O)C (2,2-dimethyl-7-(trifluoromethyl)-2H-pyrano[2,3-b]pyridin-4(3H)-one), CC(C)(C)[S@@](=O)N ((R)-2-methylpropane-2-sulfinamide), C(CC(O)(C(=O)O)CC(=O)O)(=O)O (citric acid), [BH4-].[Na+] (sodium borohydride). The reagents and catalysts are C(C)O[Ti](OCC)(OCC)OCC (tetraethoxytitanium). The solvent is CC1OCCC1 (2-methyltetrahydrofuran), CC1OCCC1 (methyltetrahydrofuran). Run at temperature -10 celsius, time 2 hour. Product: CC1(C[C@H](C=2C(=NC(=CC2)C(F)(F)F)O1)NS(=O)C(C)(C)C)C (N—((R)-2,2-dimethyl-7-(trifluoromethyl)-3,4-dihydro-2H-pyrano[2,3-b]pyridin-4-yl)-2-methylpropane-2-sulfinamide). Yield: 98.5%. As a reaction SMILES: [CH3:1][C:2]1([CH3:17])[O:15][C:6]2=[N:7][C:8]([C:11]([F:14])([F:13])[F:12])=[CH:9][CH:10]=[C:5]2[C:4](=O)[CH2:3]1.[CH3:18][C:19]([S@:22]([NH2:24])=[O:23])([CH3:21])[CH3:20].[BH4-].[Na+].C(O)(=O)CC(CC(O)=O)(C(O)=O)O>CC1CCCO1.C(O[Ti](OCC)(OCC)OCC)C>[CH3:1][C:2]1([CH3:17])[O:15][C:6]2=[N:7][C:8]([C:11]([F:14])([F:13])[F:12])=[CH:9][CH:10]=[C:5]2[C@H:4]([NH:24][S:22]([C:19]([CH3:21])([CH3:20])[CH3:18])=[O:23])[CH2:3]1 |f:2.3|. Reported procedure: A solution of Example 62B (1.52 g, 6.20 mmol), (R)-2-methylpropane-2-sulfinamide (1.127 g, 9.30 mmol), 2-methyltetrahydrofuran (20 mL), and tetraethoxytitanium (5.20 mL, 24.8 mmol) was heated to 70° C. After 3 hours the solution was cooled to −10° C. and sodium borohydride (0.469 g, 12.4 mmol) was added. The mixture was warmed to room temperature, stirred for 2 hours then cooled to 0° C. and 10% aqueous citric acid (50 mL) was added. The mixture was stirred vigorously overnight then diluted with... Reactants: ClC1=CC(=C(C=C1OCCC)[N+](=O)[O-])F (4-chloro-2-fluoro-5-n-propoxynitrobenzene), [H][H] (hydrogen). Reagents/catalysts: [Pt](=O)=O (platinum dioxide). Solvent: C(C)O (ethanol). Yields the product ClC1=CC(=C(C=C1OCCC)NC1=CC=CC=C1)F (4-chloro-2-fluoro-5-n-propoxyphenylaniline). Isolated yield 69.3%. RXN SMILES: [Cl:1][C:2]1[C:7]([O:8][CH2:9][CH2:10][CH3:11])=[CH:6][C:5]([N+:12]([O-])=O)=[C:4]([F:15])[CH:3]=1.[H][H]>C(O)C.[Pt](=O)=O>[Cl:1][C:2]1[C:7]([O:8][CH2:9][CH2:10][CH3:11])=[CH:6][C:5]([NH:12][C:2]2[CH:7]=[CH:6][CH:5]=[CH:4][CH:3]=2)=[C:4]([F:15])[CH:3]=1. Procedure: A suspension of 4-chloro-2-fluoro-5-n-propoxynitrobenzene (13.5 g) and platinum dioxide (0.4 g) in ethanol (300 ml) was subjected to catalytic reduction with hydrogen under room temperature and atmospheric pressure, whereby a designed amount of hydrogen was absorbed. The resultant mixture was filtered to remove insoluble materials, and the filtrate was concentrated. The residue was subjected to purification by silica gel chromatography to obtain 5.6 g of 4-chloro-2-fluoro-5-n-propoxyphenylanilin...